From a dataset of the Open Reaction Database (ORD), a public repository of structured organic reaction records. describe an organic reaction: reactants, conditions, products, and yield The reactants are C(C)(C)(C)OC(C(C(CC1=CC(=CC=C1)[N+](=O)[O-])=O)C#N)=O (2-cyano-4-(3-nitrophenyl)-3-oxo-butyric acid tert-butyl ester), C(=O)(C(F)(F)F)O (TFA). The solvent is C1(=CC=CC=C1)C (toluene). Yields the product [N+](=O)([O-])C=1C=C(C=CC1)CC(CC#N)=O (4-(3-nitrophenyl)-3-oxo-butyronitrile). Yield: 63.2%. As a reaction SMILES: C(OC(=O)[CH:7]([C:20]#[N:21])[C:8](=[O:19])[CH2:9][C:10]1[CH:15]=[CH:14][CH:13]=[C:12]([N+:16]([O-:18])=[O:17])[CH:11]=1)(C)(C)C.C(O)(C(F)(F)F)=O>C1(C)C=CC=CC=1>[N+:16]([C:12]1[CH:11]=[C:10]([CH2:9][C:8](=[O:19])[CH2:7][C:20]#[N:21])[CH:15]=[CH:14][CH:13]=1)([O-:18])=[O:17]. Procedure: To a solution of 2-cyano-4-(3-nitrophenyl)-3-oxo-butyric acid tert-butyl ester (9.5 g, 31 mmol) in toluene (40 mL) was added TFA (4 mL) and the solution was heated at reflux for 2 h, then the solvent evaporated in vacuo. The residue was purified by flash chromatography on silica gel to give 4.0 g of 4-(3-nitrophenyl)-3-oxo-butyronitrile (37% over 2 steps). Reactants: COC1=CC=C(CN2C=C(C(C3=CC=CC=C23)=O)C(=O)C=2C=NC(=CC2)C(F)(F)F)C=C1 (1-(4-methoxy-benzyl)-3-(6-trifluoromethyl-pyridine-3-carbonyl)-1H-quinolin-4-one). Solvent: Cl (HCl), O1CCOCC1 (dioxane). Product: FC(C1=CC=C(C=N1)C(=O)C1=CNC2=CC=CC=C2C1=O)(F)F (3-(6-Trifluoromethyl-pyridine-3-carbonyl)-1H-quinolin-4-one). Isolated yield 58.4%. RXN SMILES: COC1C=CC(C[N:8]2[C:17]3[C:12](=[CH:13][CH:14]=[CH:15][CH:16]=3)[C:11](=[O:18])[C:10]([C:19]([C:21]3[CH:22]=[N:23][C:24]([C:27]([F:30])([F:29])[F:28])=[CH:25][CH:26]=3)=[O:20])=[CH:9]2)=CC=1>Cl.O1CCOCC1>[F:30][C:27]([F:28])([F:29])[C:24]1[N:23]=[CH:22][C:21]([C:19]([C:10]2[C:11](=[O:18])[C:12]3[C:17](=[CH:16][CH:15]=[CH:14][CH:13]=3)[NH:8][CH:9]=2)=[O:20])=[CH:26][CH:25]=1. Reported procedure: 800 mg (1.83 mmol) of 1-(4-methoxy-benzyl)-3-(6-trifluoromethyl-pyridine-3-carbonyl)-1H-quinolin-4-one was heated in a sealed tube to 120° C. in 15 mL of 4 M HCl in dioxane for 20 h. The solution was evaporated and the residue ultrasonicated in 20 mL saturated aqueous NaHCO3. Filtration of the solid followed by aqueous wash, DCM wash and drying gave 340 mg of a light-brown powder. LC-MSD, m/z for C16H9F3N2O2 [M+H]+=319.0; HPLC retention time: 1.8 min. Starting materials: FC1(OC=2C(=CC3=C(N=C(N3)S)C2)O1)F (2,2-difluoro-5H-[1,3]-dioxolo[4,5-f]benzimidazole-6-thiol), Cl.ClC(C)C1=NC=CC(=C1)OC ((±)-2-(1-chloroethyl)-4-methoxy-pyridine hydrochloride), [OH-].[Na+] (sodium hydroxide), O (water). Solvent: C(C)O (ethanol). Yields the product FC1(OC=2C(=CC3=C(N=C(N3)SC(C)C3=NC=CC(=C3)OC)C2)O1)F ((±)-2,2-Difluoro-6-{[1-(4-methoxy-2-pyridyl)ethyl]thio}-5H-[1,3]-dioxolo[4,5-f]benzimidazole). The yield is 68.0%. Reaction SMILES: [F:1][C:2]1([F:15])[O:14][C:5]2=[CH:6][C:7]3[NH:11][C:10]([SH:12])=[N:9][C:8]=3[CH:13]=[C:4]2[O:3]1.Cl.Cl[CH:18]([C:20]1[CH:25]=[C:24]([O:26][CH3:27])[CH:23]=[CH:22][N:21]=1)[CH3:19].[OH-].[Na+].O>C(O)C>[F:15][C:2]1([F:1])[O:14][C:5]2=[CH:6][C:7]3[NH:11][C:10]([S:12][CH:18]([C:20]4[CH:25]=[C:24]([O:26][CH3:27])[CH:23]=[CH:22][N:21]=4)[CH3:19])=[N:9][C:8]=3[CH:13]=[C:4]2[O:3]1 |f:1.2,3.4|. Reported procedure: 4 g of 2,2-difluoro-5H-[1,3]-dioxolo[4,5-f]benzimidazole-6-thiol, 3.6 g of (±)-2-(1-chloroethyl)-4-methoxy-pyridine hydrochloride, 1.4 g of sodium hydroxide, 3 ml of water and 50 ml of ethanol are stirred for 4 h at 65° C. The reaction mixture is concentrated to dryness, the residue is dissolved in 100 ml of 2N hydrochloric acid, impurities are extracted by shaking with ethyl acetate, and the aqueous phase is adjusted with sodium hydroxide solution to pH 10 and extracted with ethyl acetate. The ... The reactants are [H-].[Na+] (sodium hydride), [H-].[Na+] (sodium hydride), [H][H] (hydrogen), FC1=NC=CC=C1C(CCC1=CC=CC=C1)=O (1-(2-Fluoro-pyridin-3-yl)-3-phenyl-propan-1-one), FC1=CC=C(C=C1)O (p-fluorophenol). Run in CCCCC (pentane), CN(C=O)C (dimethylformamide), CN(C)C=O (DMF). Reaction conditions: temperature 80 celsius. Yields the product FC1=CC=C(OC2=NC=CC=C2C(CCC2=CC=CC=C2)=O)C=C1 (1-[2-(4-Fluorophenoxy)-3-pyridinyl]-3-phenyl-1-propanone). Yield: 85.2%. As a reaction SMILES: [H-].[Na+].[F:3][C:4]1[CH:9]=[CH:8][C:7]([OH:10])=[CH:6][CH:5]=1.[H][H].F[C:14]1[C:19]([C:20](=[O:29])[CH2:21][CH2:22][C:23]2[CH:28]=[CH:27][CH:26]=[CH:25][CH:24]=2)=[CH:18][CH:17]=[CH:16][N:15]=1>CCCCC.CN(C=O)C>[F:3][C:4]1[CH:9]=[CH:8][C:7]([O:10][C:14]2[C:19]([C:20](=[O:29])[CH2:21][CH2:22][C:23]3[CH:24]=[CH:25][CH:26]=[CH:27][CH:28]=3)=[CH:18][CH:17]=[CH:16][N:15]=2)=[CH:6][CH:5]=1 |f:0.1|. Reported procedure: To the sodium hydride obtained by washing 351 mg (7.73 mmol) of 50% sodium hydride dispersion in mineral oil with pentane was added 10 mL of dimethylformamide followed by 867 mg (7.73 mmol) of p-fluorophenol. After the hydrogen evolution ceased, 886 mg (3.87 mmol) 1-(2-Fluoro-pyridin-3-yl)-3-phenyl-propan-1-one was added dissolved in a minimum amount of DMF. The mixture was heated to 80° C. for 3 h, and the solvent was evaporated under high vacuum. The residue was partitioned between 200 mL of e... Isolated yield 54.0%. Yields the product C1(CCCCC1)\C=C(\C(=O)O)/CP(=O)(CC(C)C)O ((Z)-3-cyclohexyl-2-(hydroxyisobutylphosphinoyl)methylpropenoic acid). Reactants: C1(CCCCC1)/C=C(\C(=O)O)/CP(=O)(CC(C)C)O ((E)-3-cyclohexyl-2-(hydroxyisobutylphosphinoyl)methylpropenoic acid). Procedure: A solution of 13 mg (0.045 millimole) of (E)-3-cyclohexyl-2-(hydroxyisobutylphosphinoyl)methylpropenoic acid in 0.13 ml of 4.3 N hydrogen chloride-butyl acetate was heated at 100° C. in a sealed tube for 24 hours. After cooling, the solvent was evaporated under reduced pressure. The residue was dissolved in 0.2 ml of ethanol, and 0.1 ml of 6 N sodium hydroxide was added. The mixture was heated under reflux for 1.5 hours. After cooling, 5 ml of water was added and hydrochloric acid was also added... Reaction SMILES: [CH:1]1(/[CH:7]=[C:8](/[CH2:12][P:13]([OH:19])([CH2:15][CH:16]([CH3:18])[CH3:17])=[O:14])\[C:9]([OH:11])=[O:10])[CH2:6][CH2:5][CH2:4][CH2:3][CH2:2]1>Cl.C(OCCCC)(=O)C>[CH:1]1(/[CH:7]=[C:8](\[CH2:12][P:13]([OH:19])([CH2:15][CH:16]([CH3:17])[CH3:18])=[O:14])/[C:9]([OH:11])=[O:10])[CH2:2][CH2:3][CH2:4][CH2:5][CH2:6]1 |f:1.2|. Solvent: Cl.C(C)(=O)OCCCC (hydrogen chloride butyl acetate).